From a dataset of the Open Reaction Database (ORD), a public repository of structured organic reaction records. describe an organic reaction: reactants, conditions, products, and yield Procedure: A suspension of pyrid-4-ylacetyl chloride hydrochloride (6.0 g.) in ethyl acetate (50 ml) containing propylene oxide (12 ml.) was stirred, cooled in ice and treated dropwise with a solution of t-butyl 3-acetoxymethyl-7β-aminoceph-3-em-4-carboxylate (5.0 g.) in ethyl acetate (50 ml.). The mixture was stirred at 20° for 20 hours and then washed with saturated sodium bicarbonate solution and extracted with 2 N hydrochloric acid. The aqueous extract was washed with ethyl acetate, neutralised with sa... Solvent: C(C)(=O)OCC (ethyl acetate), C(C)(=O)OCC (ethyl acetate). RXN SMILES: Cl.[N:2]1[CH:7]=[CH:6][C:5]([CH2:8][C:9](Cl)=[O:10])=[CH:4][CH:3]=1.C1OC1C.[C:16]([O:19][CH2:20][C:21]1[CH2:22][S:23][C@@H:24]2[C@H:35]([NH2:36])[C:34](=[O:37])[N:25]2[C:26]=1[C:27]([O:29][C:30]([CH3:33])([CH3:32])[CH3:31])=[O:28])(=[O:18])[CH3:17]>C(OCC)(=O)C>[C:30]([O:29][C:27]([C:26]1[N:25]2[C:34](=[O:37])[C@@H:35]([NH:36][C:9](=[O:10])[CH2:8][C:5]3[CH:6]=[CH:7][N:2]=[CH:3][CH:4]=3)[C@H:24]2[S:23][CH2:22][C:21]=1[CH2:20][O:19][C:16](=[O:18])[CH3:17])=[O:28])([CH3:33])([CH3:31])[CH3:32] |f:0.1|. Starting materials: C1C(C)O1 (propylene oxide), Cl.N1=CC=C(C=C1)CC(=O)Cl (pyrid-4-ylacetyl chloride hydrochloride), C(C)(=O)OCC=1CS[C@H]2N(C1C(=O)OC(C)(C)C)C([C@H]2N)=O (t-butyl 3-acetoxymethyl-7β-aminoceph-3-em-4-carboxylate). The product is C(C)(C)(C)OC(=O)C1=C(CS[C@H]2N1C([C@H]2NC(CC2=CC=NC=C2)=O)=O)COC(C)=O (t-Butyl-3-acetoxymethyl-7β-(pyrid-4-ylacetamido)ceph-3-em-4-carboxylate). Reactants: ClCCl, O=S(=O)(Cl)c1ccc(Cl)cc1, COC(=O)c1ccc(OCc2cc(Cl)ccc2N)cc1, O, c1ccncc1. The product is COC(=O)c1ccc(OCc2cc(Cl)ccc2NS(=O)(=O)c2ccc(Cl)cc2)cc1. Reaction SMILES: [CH2:33]([Cl:34])[Cl:35].[Cl:21][c:22]1[cH:23][cH:24][c:25]([S:28](=[O:29])(=[O:30])[Cl:31])[cH:26][cH:27]1.[NH2:1][c:2]1[c:3]([CH2:9][O:10][c:11]2[cH:12][cH:13][c:14]([C:15](=[O:16])[O:17][CH3:18])[cH:19][cH:20]2)[cH:4][c:5]([Cl:8])[cH:6][cH:7]1.[OH2:32].[cH:36]1[cH:37][cH:38][n:39][cH:40][cH:41]1>>[NH:1]([c:2]1[c:3]([CH2:9][O:10][c:11]2[cH:12][cH:13][c:14]([C:15](=[O:16])[O:17][CH3:18])[cH:19][cH:20]2)[cH:4][c:5]([Cl:8])[cH:6][cH:7]1)[S:28]([c:25]1[cH:24][cH:23][c:22]([Cl:21])[cH:27][cH:26]1)(=[O:29])=[O:30]. The reactants are [Li]CCCC (n-BuLi), FC(C=1C=C(N)C=C(C1)C(F)(F)F)(F)F (3,5-bis-trifluoromethylaniline), COC(=O)C1(CN(C(C1)=O)C1=C(C=CC=C1C)C)COCC1=CC=CC=C1 (3-benzyloxymethyl-1-(2,6-dimethylphenyl)-5-oxo-pyrrolidine-3-carboxylic acid methyl ester), CC(=O)O (AcOH). Solvent: C1CCOC1 (THF), C1CCOC1 (THF). Yields the product FC(C=1C=C(C=C(C1)C(F)(F)F)NC(=O)C1(CN(C(C1)=O)C1=C(C=CC=C1C)C)COCC1=CC=CC=C1)(F)F (3-benzyloxymethyl-1-(2,6-dimethylphenyl)-5-oxo-pyrrolidine-3-carboxylic acid (3,5-bis-trifluoromethylphenyl)-amide). Yield: 10.0%. RXN SMILES: [Li]CCCC.[F:6][C:7]([F:20])([F:19])[C:8]1[CH:9]=[C:10]([CH:12]=[C:13]([C:15]([F:18])([F:17])[F:16])[CH:14]=1)[NH2:11].C[O:22][C:23]([C:25]1([CH2:39][O:40][CH2:41][C:42]2[CH:47]=[CH:46][CH:45]=[CH:44][CH:43]=2)[CH2:29][C:28](=[O:30])[N:27]([C:31]2[C:36]([CH3:37])=[CH:35][CH:34]=[CH:33][C:32]=2[CH3:38])[CH2:26]1)=O.CC(O)=O>C1COCC1>[F:6][C:7]([F:19])([F:20])[C:8]1[CH:9]=[C:10]([NH:11][C:23]([C:25]2([CH2:39][O:40][CH2:41][C:42]3[CH:47]=[CH:46][CH:45]=[CH:44][CH:43]=3)[CH2:29][C:28](=[O:30])[N:27]([C:31]3[C:32]([CH3:38])=[CH:33][CH:34]=[CH:35][C:36]=3[CH3:37])[CH2:26]2)=[O:22])[CH:12]=[C:13]([C:15]([F:16])([F:17])[F:18])[CH:14]=1. Reported procedure: n-BuLi (2.8 M solution in hexanes, 183 μL, 0.513 mmol) was added to a cooled (−50° C.) solution of 3,5-bis-trifluoromethylaniline (84.5 μL, 0.545 mmol) in THF (3 mL). The resulting dark brown colored solution was slowly warmed to room temperature and stirred for an hour. A solution of 3-benzyloxymethyl-1-(2,6-dimethylphenyl)-5-oxo-pyrrolidine-3-carboxylic acid methyl ester (prepared from step a, 100 mg, 0.27 mmol) in THF (2 mL) was added and the solution was stirred for 2 h at 70° C. The reactio... Starting materials: CN(C)CCN, CS(=O)(=O)c1ccc(Cl)c([N+](=O)[O-])c1, CS(C)=O. Product: CN(C)CCNc1ccc(S(C)(=O)=O)cc1[N+](=O)[O-]. RXN SMILES: [CH3:15][N:16]([CH2:17][CH2:18][NH2:19])[CH3:20].[CH3:1][S:2](=[O:3])(=[O:4])[c:5]1[cH:6][c:7]([N+:12](=[O:13])[O-:14])[c:8]([Cl:11])[cH:9][cH:10]1.[CH3:21][S:22]([CH3:23])=[O:24]>>[CH3:1][S:2](=[O:3])(=[O:4])[c:5]1[cH:6][c:7]([N+:12](=[O:13])[O-:14])[c:8]([NH:19][CH2:18][CH2:17][N:16]([CH3:15])[CH3:20])[cH:9][cH:10]1. Reaction conditions: time 8 hour. The product is [Si](C)(C)(C(C)(C)C)OCC[C@H]1CCC=2SC=3N=CN=C(C3C2C1)OC1CCC(CC1)N(C)C (4-[[(12S)-12-[2-[(tert-butyldimethylsilyl)oxy]ethyl]-8-thia-4,6-diazatricyclo[7.4.0.0[2,7]]trideca-1(9),2(7),3,5-tetraen-3-yl]oxy]-N,N-dimethylcyclohexan-1-amine). Yield: 43.2%. As a reaction SMILES: [H-].[Na+].[CH3:3][N:4]([CH3:12])[C@H:5]1[CH2:10][CH2:9][C@H:8]([OH:11])[CH2:7][CH2:6]1.[Si:13]([O:20][CH2:21][CH2:22][C@@H:23]1[CH2:35][C:34]2[C:33]3[C:32](Cl)=[N:31][CH:30]=[N:29][C:28]=3[S:27][C:26]=2[CH2:25][CH2:24]1)([C:16]([CH3:19])([CH3:18])[CH3:17])([CH3:15])[CH3:14]>O1CCCC1>[Si:13]([O:20][CH2:21][CH2:22][C@@H:23]1[CH2:35][C:34]2[C:33]3[C:32]([O:11][CH:8]4[CH2:9][CH2:10][CH:5]([N:4]([CH3:12])[CH3:3])[CH2:6][CH2:7]4)=[N:31][CH:30]=[N:29][C:28]=3[S:27][C:26]=2[CH2:25][CH2:24]1)([C:16]([CH3:19])([CH3:17])[CH3:18])([CH3:14])[CH3:15] |f:0.1|. Reactants: [H-].[Na+] (NaH), CN([C@@H]1CC[C@H](CC1)O)C (trans-4-(dimethylamino)cyclohexan-1-ol), [Si](C)(C)(C(C)(C)C)OCC[C@H]1CCC=2SC=3N=CN=C(C3C2C1)Cl ((12S)-12-[2-[(tert-butyldimethylsilyl)oxy]ethyl]-3-chloro-8-thia-4,6-diazatricyclo[7.4.0.0[2,7]]trideca-1(9),2(7),3,5-tetraene). The solvent is O1CCCC1 (tetrahydrofuran). Procedure details: NaH (60% dispersion in mineral oil, 63 mg, 3.00 equiv) was treated with trans-4-(dimethylamino)cyclohexan-1-ol (104 mg, 0.73 mmol, 1.40 equiv) in distilled tetrahydrofuran (8 mL) at room temperature under nitrogen. After stirring for min, (12S)-12-[2-[(tert-butyldimethylsilyl)oxy]ethyl]-3-chloro-8-thia-4,6-diazatricyclo[7.4.0.0[2,7]]trideca-1(9),2(7),3,5-tetraene (200 mg, 0.52 mmol, 1.00 equiv) was added and the resulting solution was stirred overnight at room temperature for 8 h. The reaction w... Reactants: ClC1=C2C=C(N(C2=C(C=C1)OC1=CC=C(C=C1)[N+](=O)[O-])C)C(=O)OCC (ethyl 4-chloro-1-methyl-7-(4-nitrophenoxy)-2-indolecarboxylate), O.O.[Sn](Cl)Cl (tin (II) chloride dihydrate), O.N (ammonia water). Run in C(C)O (ethanol). Reaction conditions: temperature 70 celsius, time 3 hour. The product is NC1=CC=C(OC=2C=CC(=C3C=C(N(C23)C)C(=O)OCC)Cl)C=C1 (ethyl 7-(4-aminophenoxy)-4-chloro-1-methyl-2-indolecarboxylate). The yield is 71.8%. RXN SMILES: [Cl:1][C:2]1[CH:10]=[CH:9][C:8]([O:11][C:12]2[CH:17]=[CH:16][C:15]([N+:18]([O-])=O)=[CH:14][CH:13]=2)=[C:7]2[C:3]=1[CH:4]=[C:5]([C:22]([O:24][CH2:25][CH3:26])=[O:23])[N:6]2[CH3:21].O.O.[Sn](Cl)Cl.O.N>C(O)C>[NH2:18][C:15]1[CH:16]=[CH:17][C:12]([O:11][C:8]2[CH:9]=[CH:10][C:2]([Cl:1])=[C:3]3[C:7]=2[N:6]([CH3:21])[C:5]([C:22]([O:24][CH2:25][CH3:26])=[O:23])=[CH:4]3)=[CH:13][CH:14]=1 |f:1.2.3,4.5|. Reported procedure: A mixture of 4.10 g (10.9 mmol) of ethyl 4-chloro-1-methyl-7-(4-nitrophenoxy)-2-indolecarboxylate, 12.34 g (54.7 mmol) of tin (II) chloride dihydrate and 150 ml of ethanol was stirred at 70° C. for 3 hours. After the reaction mixture was cooled to room temperature, 28% ammonia water was added to render alkaline and the mixture was extracted with ethyl acetate. Insoluble matters were filtered off. The filtrate was washed with 5% sodium chloride aqueous solution and then dried over anhydrous magne...